This data is from the Open Reaction Database (ORD), a public repository of structured organic reaction records. The task is: describe an organic reaction: reactants, conditions, products, and yield Reactants: O=C([O-])[O-], CC(=O)[O-], CC(=O)[O-], Cc1ccccc1, [Cs+], [Cs+], O=C(NC1CN2CCC1CC2)c1cccc2oc(-c3ccc(I)cc3)nc12, Nc1ccccc1, [Pd+2], c1ccc(P(c2ccccc2)c2ccc3ccccc3c2-c2c(P(c3ccccc3)c3ccccc3)ccc3ccccc23)cc1. Product: O=C(NC1CN2CCC1CC2)c1cccc2oc(-c3ccc(Nc4ccccc4)cc3)nc12. Reaction SMILES: [C:81](=[O:82])([O-:83])[O-:84].[C:87]([O-:88])(=[O:89])[CH3:90].[C:92]([O-:93])(=[O:94])[CH3:95].[CH3:96][c:97]1[cH:98][cH:99][cH:100][cH:101][cH:102]1.[Cs+:85].[Cs+:86].[N:1]12[CH2:2][CH:3]([NH:9][C:10](=[O:11])[c:12]3[cH:13][cH:14][cH:15][c:16]4[c:17]3[n:18][c:19](-[c:21]3[cH:22][cH:23][c:24]([I:27])[cH:25][cH:26]3)[o:20]4)[CH:4]([CH2:5][CH2:6]1)[CH2:7][CH2:8]2.[NH2:28][c:29]1[cH:30][cH:31][cH:32][cH:33][cH:34]1.[Pd+2:91].[cH:35]1[cH:36][cH:37][c:38]([P:39]([c:40]2[cH:41][cH:42][c:43]3[c:44]([cH:45][cH:46][cH:47][cH:48]3)[c:49]2-[c:50]2[c:51]3[c:52]([cH:53][cH:54][cH:55][cH:56]3)[cH:57][cH:58][c:59]2[P:60]([c:61]2[cH:62][cH:63][cH:64][cH:65][cH:66]2)[c:67]2[cH:68][cH:69][cH:70][cH:71][cH:72]2)[c:73]2[cH:74][cH:75][cH:76][cH:77][cH:78]2)[cH:79][cH:80]1>>[N:1]12[CH2:2][CH:3]([NH:9][C:10](=[O:11])[c:12]3[cH:13][cH:14][cH:15][c:16]4[c:17]3[n:18][c:19](-[c:21]3[cH:22][cH:23][c:24]([NH:28][c:29]5[cH:30][cH:31][cH:32][cH:33][cH:34]5)[cH:25][cH:26]3)[o:20]4)[CH:4]([CH2:5][CH2:6]1)[CH2:7][CH2:8]2. Starting materials: hydrochloric acid ice water, C1(=CC=CC2=CC=CC=C12)B(O)O (1-Naphthylboronic acid), C([O-])([O-])=O.[Cs+].[Cs+] (cesium carbonate), BrC1=C2C=CCC2=CC=C1C (4-bromo-5-methylindene). Reagents/catalysts: C=1C=CC(=CC1)[P](C=2C=CC=CC2)(C=3C=CC=CC3)[Pd]([P](C=4C=CC=CC4)(C=5C=CC=CC5)C=6C=CC=CC6)([P](C=7C=CC=CC7)(C=8C=CC=CC8)C=9C=CC=CC9)[P](C=1C=CC=CC1)(C=1C=CC=CC1)C=1C=CC=CC1 (tetrakis(triphenylphosphine)palladium). The solvent is C(OC)COC (dimethoxyethane). Product: C1(=CC=CC2=CC=CC=C12)C1=C2C=CCC2=CC=C1C (4-(1-naphthyl)-5-methylindene). Isolated yield 86.0%. RXN SMILES: [C:1]1(B(O)O)[C:10]2[C:5](=[CH:6][CH:7]=[CH:8][CH:9]=2)[CH:4]=[CH:3][CH:2]=1.C(=O)([O-])[O-].[Cs+].[Cs+].Br[C:21]1[C:29]([CH3:30])=[CH:28][CH:27]=[C:26]2[C:22]=1[CH:23]=[CH:24][CH2:25]2>C(COC)OC.C1C=CC([P]([Pd]([P](C2C=CC=CC=2)(C2C=CC=CC=2)C2C=CC=CC=2)([P](C2C=CC=CC=2)(C2C=CC=CC=2)C2C=CC=CC=2)[P](C2C=CC=CC=2)(C2C=CC=CC=2)C2C=CC=CC=2)(C2C=CC=CC=2)C2C=CC=CC=2)=CC=1>[C:1]1([C:21]2[C:29]([CH3:30])=[CH:28][CH:27]=[C:26]3[C:22]=2[CH:23]=[CH:24][CH2:25]3)[C:10]2[C:5](=[CH:6][CH:7]=[CH:8][CH:9]=2)[CH:4]=[CH:3][CH:2]=1 |f:1.2.3,^1:40,42,61,80|. Procedure details: 1-Naphthylboronic acid (10 g, 58.1 mmol) was dissolved in dimethoxyethane (150 mL), and aqueous solution (100 mL) of cesium carbonate (25.3 g, 78 mmol), 4-bromo-5-methylindene (8.1 g, 39 mmol), tetrakis(triphenylphosphine)palladium (1.8 g) were sequentially added. Solution was reacted for 21 hours while heating under reflux, then, reaction solution was poured into 1N hydrochloric acid-ice water, and after stirring, reaction solution was extracted with diethyl ether. Organic layer was washed with... The reactants are ClCCN(C=1C=C2CCC(NC2=CC1)=O)CCCl (6-[bis(2-chloroethyl)amino]-3,4-dihydrocarbostyril), COC1=CC=C(CN)C=C1 (4-methoxybenzylamine), C([O-])([O-])=O.[Na+].[Na+] (sodium carbonate). The solvent is CO (methanol). Product: COC1=CC=C(CN2CCN(CC2)C=2C=C3CCC(NC3=CC2)=O)C=C1 (6-[4-(4-methoxybenzyl)-1-piperazinyl]-3,4-dihydrocarbostyril). Yield: 45.6%. As a reaction SMILES: Cl[CH2:2][CH2:3][N:4]([CH2:16][CH2:17]Cl)[C:5]1[CH:6]=[C:7]2[C:12](=[CH:13][CH:14]=1)[NH:11][C:10](=[O:15])[CH2:9][CH2:8]2.[CH3:19][O:20][C:21]1[CH:28]=[CH:27][C:24]([CH2:25][NH2:26])=[CH:23][CH:22]=1.C(=O)([O-])[O-].[Na+].[Na+]>CO>[CH3:19][O:20][C:21]1[CH:28]=[CH:27][C:24]([CH2:25][N:26]2[CH2:17][CH2:16][N:4]([C:5]3[CH:6]=[C:7]4[C:12](=[CH:13][CH:14]=3)[NH:11][C:10](=[O:15])[CH2:9][CH2:8]4)[CH2:3][CH2:2]2)=[CH:23][CH:22]=1 |f:2.3.4|. Procedure: A mixture of 14.5 g of 6-[bis(2-chloroethyl)amino]-3,4-dihydrocarbostyril, 8.0 g of 4-methoxybenzylamine and 70 ml of methanol was stirred under reflux for 15 hours. After cooling, to the reaction mixture was added 3.06 g of sodium carbonate and the reaction mixture was stirred under reflux for 8 hours. After cooling, crystals which precipitated were collected by filtration and recrystallized from ethanol to give 8.1 g of 6-[4-(4-methoxybenzyl)-1-piperazinyl]-3,4-dihydrocarbostyril, m.p. 196°-19... Starting materials: ClC1=C(OCC(=O)OC)C=CC(=C1)OC(F)(F)F (Methyl 2-[2-chloro-4(trifluoromethoxy)phenoxy]acetate), [H-].C(C(C)C)[Al+]CC(C)C (diisobutylaluminum hydride). Run in ClCCl (dichloromethane), C(Cl)Cl (CH2Cl2). Reaction conditions: temperature -78 celsius. Yields the product ClC1=C(OCCO)C=CC(=C1)OC(F)(F)F (2-[2-chloro-4(trifluoromethoxy)phenoxy]ethanol). RXN SMILES: [Cl:1][C:2]1[CH:13]=[C:12]([O:14][C:15]([F:18])([F:17])[F:16])[CH:11]=[CH:10][C:3]=1[O:4][CH2:5][C:6](OC)=[O:7].[H-].C([Al+]CC(C)C)C(C)C>ClCCl>[Cl:1][C:2]1[CH:13]=[C:12]([O:14][C:15]([F:16])([F:18])[F:17])[CH:11]=[CH:10][C:3]=1[O:4][CH2:5][CH2:6][OH:7] |f:1.2|. Procedure: Methyl 2-[2-chloro-4(trifluoromethoxy)phenoxy]acetate (2.9 g, 10 mmol) was dissolved in dichloromethane (50 mL) and cooled to −78° C. A solution of diisobutylaluminum hydride in CH2Cl2 (1 M, 20 mL) was added and the reaction was warmed to 25° C. over 30 min. The reaction was quenched with methanol (2.0 mL) and poured into 0.5 N aqueous HCl. The aqueous phased was extracted with ethyl acetate and the combined organic layers were washed with brine and concetrated. The residue was chromatographed o... Reactants: C(C1=CC=CC=C1)OC=1C=C(C=CC1OCC1=CC=CC=C1)CCNC(CN(C1=CC=C(C=C1)Cl)C(=O)OCC1=CC=CC=C1)=O (N-[2-(3,4-dibenzyloxyphenyl)ethyl]-2-(N-benzyloxycarbonyl-p-chloroanilino)acetamide), P(=O)(Cl)(Cl)Cl (phosphorus oxychloride). The solvent is C1=CC=CC=C1 (benzene). Product: C(C1=CC=CC=C1)OC(=O)N(C1=CC=C(C=C1)Cl)CC1=NCCC2=CC(=C(C=C12)OCC1=CC=CC=C1)OCC1=CC=CC=C1 (1-(N-benzyloxycarbonyl-p-chloroanilinomethyl)-6,7-dibenzyloxy-3,4-dihydroisoquinoline). Yield: 197.4%. RXN SMILES: [CH2:1]([O:8][C:9]1[CH:10]=[C:11]([CH2:23][CH2:24][NH:25][C:26](=O)[CH2:27][N:28]([C:36]([O:38][CH2:39]C2C=CC=CC=2)=[O:37])[C:29]2[CH:34]=[CH:33][C:32]([Cl:35])=[CH:31][CH:30]=2)[CH:12]=[CH:13][C:14]=1[O:15][CH2:16]C1C=CC=CC=1)[C:2]1[CH:7]=[CH:6][CH:5]=[CH:4][CH:3]=1.P(Cl)(Cl)(Cl)=O>C1C=CC=CC=1>[CH2:39]([O:38][C:36]([N:28]([CH2:27][C:26]1[C:12]2[C:11](=[CH:10][C:9]([O:8][CH2:1][C:2]3[CH:3]=[CH:4][CH:5]=[CH:6][CH:7]=3)=[C:14]([O:15][CH2:16][C:9]3[CH:10]=[CH:11][CH:12]=[CH:13][CH:14]=3)[CH:13]=2)[CH2:23][CH2:24][N:25]=1)[C:29]1[CH:30]=[CH:31][C:32]([Cl:35])=[CH:33][CH:34]=1)=[O:37])[C:2]1[CH:7]=[CH:6][CH:5]=[CH:4][CH:3]=1. Procedure: A mixture of N-[2-(3,4-dibenzyloxyphenyl)ethyl]-2-(N-benzyloxycarbonyl-p-chloroanilino)acetamide (7.3 g), phosphorus oxychloride (2.3 g) and anhydrous benzene (73 ml) was refluxed for four hours. The reaction mixture was concentrated to dryness under reduced pressure and to the residue was added a diluted aqueous ammonia solution, and then the mixture was extracted with ethyl acetate. The extract was washed with water and dried, and the solvent was distilled off to give 1-(N-benzyloxycarbonyl-p-... Starting materials: ClC1=NC=CC=C1OCCOC1OCCCC1 (2-Chloro-3-[2-(tetrahydro-2H-pyran-2-yloxy)ethoxy]pyridine), CN(C(CO)(C)C)C (2-(dimethylamino)-2-methyl-1-propanol), CC(C)([O-])C.[K+] (potassium tert-butoxide), C(C)(C)(C)O (tert-butanol). The solvent is C1(=CC=CC=C1)C (toluene). Reaction conditions: temperature 50 celsius, time 2 day. Yields the product CN(C(COC1=NC=CC=C1OCCO)(C)C)C (2-({2-[2-(Dimethylamino)-2-methylpropoxy]pyridin-3-yl}oxy)ethanol). Yield: 79.5%. Reaction SMILES: Cl[C:2]1[C:7]([O:8][CH2:9][CH2:10][O:11]C2CCCCO2)=[CH:6][CH:5]=[CH:4][N:3]=1.[CH3:18][N:19]([CH3:25])[C:20]([CH3:24])([CH3:23])[CH2:21][OH:22].CC(C)([O-])C.[K+].C(O)(C)(C)C>C1(C)C=CC=CC=1>[CH3:18][N:19]([CH3:25])[C:20]([CH3:24])([CH3:23])[CH2:21][O:22][C:2]1[C:7]([O:8][CH2:9][CH2:10][OH:11])=[CH:6][CH:5]=[CH:4][N:3]=1 |f:2.3|. Procedure: A solution of 2-chloro-3-[2-(tetrahydro-2H-pyran-2-yloxy)ethoxy]pyridine (from Example 4; 100 mg, 0.39 mmol), 2-(dimethylamino)-2-methyl-1-propanol (68 μl, 0.58 mmol) and 1.0 M potassium tert-butoxide in tert-butanol (0.8 mL, 0.80 mmol) in 4 mL of toluene was heated at 100° C. for 1 day. The organic phase was washed with 3×2 mL of water and 2 mL of brine. The organic phase was shaken at 50° C. with 4 mL of 2.0 M acetic acid for 2 days. The aqueous phase was washed with 3×3 mL of ethyl acetate, m... Starting materials: C(C=1C(O)=CC=CC1)(=O)NN (salicylohydrazide), C(C)(=O)[O-].[Na+] (sodium acetate), C(C)(=O)O (acetic acid), C(C1=CC=CC=C1)(=O)Cl (benzoyl chloride). Solvent: O (water). Yields the product C(C1=CC=CC=C1)(=O)NNC(C=1C(O)=CC=CC1)=O (N-benzoyl-N′-salicyloylhydrazine). RXN SMILES: [C:1]([NH:10][NH2:11])(=[O:9])[C:2]1[C:3](=[CH:5][CH:6]=[CH:7][CH:8]=1)[OH:4].C([O-])(=O)C.[Na+].C(O)(=O)C.[C:21](Cl)(=[O:28])[C:22]1[CH:27]=[CH:26][CH:25]=[CH:24][CH:23]=1>O>[C:21]([NH:11][NH:10][C:1](=[O:9])[C:2]1[C:3](=[CH:5][CH:6]=[CH:7][CH:8]=1)[OH:4])(=[O:28])[C:22]1[CH:27]=[CH:26][CH:25]=[CH:24][CH:23]=1 |f:1.2|. Procedure: A four neck flask (1 liter) equipped with a thermometer and a stirrer was charged with 60.8 g (0.4 mol) of salicylohydrazide, 49.2 g (0.6 mol) of sodium acetate and 700 ml of acetic acid. Dropwise added thereto was 67.4 g (0.48 mol) of benzoyl chloride in one hour while stirring, and stirring was continued at room temperature (20° C.) for 3 hours. After finishing the reaction, 1.5 liter of deionized water was added and crystal was filtered off. After washing sufficiently the crystal with 500 ml ... Starting materials: CC(C)(C)OC(=O)NCC1CCN(Cc2ccccc2)C1, CO, CC(=O)O, [H][H]. The product is CC(C)(C)OC(=O)NCC1CCNC1. RXN SMILES: [CH2:1]([c:2]1[cH:3][cH:4][cH:5][cH:6][cH:7]1)[N:8]1[CH2:9][CH:10]([CH2:13][NH:14][C:15](=[O:16])[O:17][C:18]([CH3:19])([CH3:20])[CH3:21])[CH2:11][CH2:12]1.[CH3:24][OH:25].[CH3:26][C:27](=[O:28])[OH:29].[H:22][H:23]>>[NH:8]1[CH2:9][CH:10]([CH2:13][NH:14][C:15](=[O:16])[O:17][C:18]([CH3:19])([CH3:20])[CH3:21])[CH2:11][CH2:12]1.